Dataset: the Open Reaction Database (ORD), a public repository of structured organic reaction records. Task: describe an organic reaction: reactants, conditions, products, and yield Starting materials: Na2O2, COC=1C=C(C=C(C1)OC)C1(C(C(C2=CC(=CC=C12)OCCC)C1=C(C=C(C=C1)OC)OCC(=O)O)C(=O)[O-])C1=CC2=C(C=C1)OCO2 (3,5-Dimethoxyphenyl-(1RS,2SR,3RS)-3-(2-carboxymethoxy-4-methoxyphenyl)-1-(3,4-methylenedioxyphenyl)-5-(prop-1-yloxy)-indane-2-carboxylate), C(=O)(O)COC1=C(C=CC(=C1)OC)C1C(C(C2=CC=C(C=C12)OCCC)C1=CC2=C(C=C1)OCO2)CC#N (3-(2-carboxymethoxy-4-methoxyphenyl)-2-cyanomethyl-1-(3,4-methylenedioxyphenyl)-5-(prop-1-yloxy)indane), [OH-].[Na+] (NaOH), O (H2O). The solvent is CO (methanol). Conditions: temperature 70 celsius, time 20 hour. Product: C(=O)(O)COC1=C(C=CC(=C1)OC)C1C(C(C2=CC=C(C=C12)OCCC)C1=CC2=C(C=C1)OCO2)CC(=O)O ((1RS,2SR,3RS)-3-(2-Carboxymethoxy-4-methoxyphenyl)-1-(3,4-methylenedioxyphenyl)-5-(prop-1-yloxy)indan-2-ylacetic acid). Yield: 90.0%. As a reaction SMILES: [C:1]([CH2:4][O:5][C:6]1[CH:11]=[C:10]([O:12][CH3:13])[CH:9]=[CH:8][C:7]=1[CH:14]1[C:22]2[C:17](=[CH:18][CH:19]=[C:20]([O:23][CH2:24][CH2:25][CH3:26])[CH:21]=2)[CH:16]([C:27]2[CH:32]=[CH:31][C:30]3[O:33][CH2:34][O:35][C:29]=3[CH:28]=2)[CH:15]1[CH2:36][C:37]#N)([OH:3])=[O:2].[OH-:39].[Na+].[OH2:41].COC1C=C(C2(C3C=CC4OCOC=4C=3)C3C(=CC(OCCC)=CC=3)C(C3C=CC(OC)=CC=3OCC(O)=O)C2C([O-])=O)C=C(OC)C=1>CO>[C:1]([CH2:4][O:5][C:6]1[CH:11]=[C:10]([O:12][CH3:13])[CH:9]=[CH:8][C:7]=1[CH:14]1[C:22]2[C:17](=[CH:18][CH:19]=[C:20]([O:23][CH2:24][CH2:25][CH3:26])[CH:21]=2)[CH:16]([C:27]2[CH:32]=[CH:31][C:30]3[O:33][CH2:34][O:35][C:29]=3[CH:28]=2)[CH:15]1[CH2:36][C:37]([OH:41])=[O:39])([OH:3])=[O:2] |f:1.2|. Reported procedure: To a solution of 1RS,2RS,3RS)-3-(2-carboxymethoxy-4-methoxyphenyl)-2-cyanomethyl-1-(3,4-methylenedioxyphenyl)-5-(prop-1-yloxy)indane (290 mg, 0.56 mmol) in methanol (ca. 1 ml) was added aqueous 2N NaOH solution (0.3 ml) followed by H2O (8 ml) then (with caution) Na2O2 (120 mg). The mixture was heated to 70° C. and stirred for 20 h at which time HPLC showed only 15% hydrolysis. The mixture was stirred at 85° C. for 3 days with 3 (100 mg) portions of Na2O2 added each day. The reaction mixture was ... The reactants are ClC1=C(OCCCOC2=CC=C(C=C2)C(=O)C2=NOC=C2)C(=CC(=C1)OCC=C(Cl)Cl)Cl ((4-{3-[2,6-dichloro-4-(3,3-dichloro-allyloxy)-phenoxy]-propoxy}-phenyl)-isoxazol-3-yl-methanone), Cl.C(C)ON (O-ethylhydroxylamine hydrochloride). Run in N1=CC=CC=C1 (pyridine). Product: C(C)ON=C(C1=NOC=C1)C1=CC=C(C=C1)OCCCOC1=C(C=C(C=C1Cl)OCC=C(Cl)Cl)Cl ((4-{3-[2,6-dichloro-4-(3,3-dichloro-allyloxy)-phenoxy]-propoxy}-phenyl)-isoxazol-3-yl-methanone O-ethyl-oxime). As a reaction SMILES: [Cl:1][C:2]1[CH:25]=[C:24]([O:26][CH2:27][CH:28]=[C:29]([Cl:31])[Cl:30])[CH:23]=[C:22]([Cl:32])[C:3]=1[O:4][CH2:5][CH2:6][CH2:7][O:8][C:9]1[CH:14]=[CH:13][C:12]([C:15]([C:17]2[CH:21]=[CH:20][O:19][N:18]=2)=O)=[CH:11][CH:10]=1.Cl.[CH2:34]([O:36][NH2:37])[CH3:35]>N1C=CC=CC=1>[CH2:34]([O:36][N:37]=[C:15]([C:12]1[CH:13]=[CH:14][C:9]([O:8][CH2:7][CH2:6][CH2:5][O:4][C:3]2[C:2]([Cl:1])=[CH:25][C:24]([O:26][CH2:27][CH:28]=[C:29]([Cl:31])[Cl:30])=[CH:23][C:22]=2[Cl:32])=[CH:10][CH:11]=1)[C:17]1[CH:21]=[CH:20][O:19][N:18]=1)[CH3:35] |f:1.2|. Procedure: 486 mg of (4-{3-[2,6-dichloro-4-(3,3-dichloro-allyloxy)-phenoxy]-propoxy}-phenyl)-isoxazol-3-yl-methanone in 25 ml of pyridine are stirred with 184 mg of O-ethylhydroxylamine hydrochloride at 110° C. for 24 hours. The reaction mixture is concentrated and the residue is stirred with tert-butyl methyl ether and 0.5N hydrochloric acid. After concentration of the organic phase and purification over silica gel, the title compound is obtained. Reactants: O=C([O-])[O-], CS(C)=O, CN(C)c1ccncc1, Cc1cc(O)c(-c2ncccc2C)nc1C, COc1cc2nccc(Cl)c2cc1OC, [Cs+], [Cs+], O. Yields the product COc1cc2nccc(Oc3cc(C)c(C)nc3-c3ncccc3C)c2cc1OC. RXN SMILES: [C:36](=[O:37])([O-:38])[O-:39].[CH3:1][S:2](=[O:3])[CH3:4].[CH3:42][N:43]([c:44]1[cH:45][cH:46][n:47][cH:48][cH:49]1)[CH3:50].[CH3:5][c:6]1[cH:7][c:8]([OH:20])[c:9](-[c:13]2[n:14][cH:15][cH:16][cH:17][c:18]2[CH3:19])[n:10][c:11]1[CH3:12].[Cl:21][c:22]1[cH:23][cH:24][n:25][c:26]2[cH:27][c:28]([O:34][CH3:35])[c:29]([O:32][CH3:33])[cH:30][c:31]12.[Cs+:40].[Cs+:41].[OH2:51]>>[CH3:5][c:6]1[cH:7][c:8]([O:20][c:22]2[cH:23][cH:24][n:25][c:26]3[cH:27][c:28]([O:34][CH3:35])[c:29]([O:32][CH3:33])[cH:30][c:31]23)[c:9](-[c:13]2[n:14][cH:15][cH:16][cH:17][c:18]2[CH3:19])[n:10][c:11]1[CH3:12]. Reactants: [H][H] (hydrogen), [H][H] (hydrogen), C(=O)(OC)[C@H]1C=C(C2=CC(=CC=3C[C@H](C[C@H]1C23)C2=CC=CC=C2)OC)O ([1R,8S,9aR] 1-carbomethoxy-5-methoxy-3-hydroxy-8-phenyl-7,8,9,9a-tetrahydrophenalene), C(C)(=O)OCC (ethyl acetate), Cl (hydrochloric acid). Reagents/catalysts: [Pd] (palladium). The solvent is CO (methanol). Yields the product C(=O)(OC)[C@@H]1CCC2=CC(=CC=3C[C@H](C[C@H]1C23)C2=CC=CC=C2)OC ([1R,8S,9aR] 1-Carbomethoxy-5-methoxy-8-phenyl-2,3,7,8,9,9a-hexahydrophenalene). RXN SMILES: [C:1]([C@@H:5]1[C@@H:16]2[C:17]3[C:8](=[CH:9][C:10]([O:24][CH3:25])=[CH:11][C:12]=3[CH2:13][C@@H:14]([C:18]3[CH:23]=[CH:22][CH:21]=[CH:20][CH:19]=3)[CH2:15]2)[C:7](O)=[CH:6]1)([O:3][CH3:4])=[O:2].C(OCC)(=O)C.Cl.[H][H]>CO.[Pd]>[C:1]([C@H:5]1[C@@H:16]2[C:17]3[C:8](=[CH:9][C:10]([O:24][CH3:25])=[CH:11][C:12]=3[CH2:13][C@@H:14]([C:18]3[CH:23]=[CH:22][CH:21]=[CH:20][CH:19]=3)[CH2:15]2)[CH2:7][CH2:6]1)([O:3][CH3:4])=[O:2]. Procedure: To a solution of 0.46 g. (1.3 mmol) of [1R,8S,9aR] 1-carbomethoxy-5-methoxy-3-hydroxy-8-phenyl-7,8,9,9a-tetrahydrophenalene, from Step 3, in 50 mL of methanol, 50 mL of ethyl acetate, and 0.1 mL of concentrated hydrochloric acid is added 0.2 g of 5% palladium supported on carbon and the mixture is shaken under 4 atmospheres of hydrogen until the hydrogen uptake ceases. The catalyst is filtered through Celite filter aid and concentrated to give the title compound, which is carried on without furt... Starting materials: C([O-])([O-])=O.[Cs+].[Cs+] (Cesium carbonate), C(C)(C)(C)OC(N[C@@H]1CC[C@H](CC1)C(C(CC1=C(C=NC2=CC=C(C=C12)OC)Cl)O)O)=O ({trans-4-[3-(3-chloro-6-methoxy-quinolin-4-yl)-1,2-dihydroxy-propyl]-cyclohexyl}-carbamic acid tert-butyl ester), C(C)(C)(C)P(C1=C(C2=CC=CC=C2C=C1)C1=CC=CC2=CC=CC=C12)C(C)(C)C (racemic-2-di-tert-butylphosphino-1,1′-binaphthyl). Reagents/catalysts: C(C)(=O)[O-].[Pd+2].C(C)(=O)[O-] (palladium(II) acetate). The solvent is O1CCOCC1 (dioxane). Conditions: temperature 100 celsius, time 3 hour. The product is C(C)(C)(C)OC(N[C@@H]1CC[C@H](CC1)C(C1CC2=C(C=NC=3C=CC(=CC23)OC)O1)O)=O ({trans-4-[hydroxy-(8-methoxy-1,2-dihydro-furo[2,3-c]quinolin-2-yl)-methyl]-cyclohexyl}-carbamic acid tert-butyl ester). The yield is 66.6%. As a reaction SMILES: C(=O)([O-])[O-].[Cs+].[Cs+].[C:7]([O:11][C:12](=[O:38])[NH:13][C@H:14]1[CH2:19][CH2:18][C@H:17]([CH:20]([OH:37])[CH:21]([OH:36])[CH2:22][C:23]2[C:32]3[C:27](=[CH:28][CH:29]=[C:30]([O:33][CH3:34])[CH:31]=3)[N:26]=[CH:25][C:24]=2Cl)[CH2:16][CH2:15]1)([CH3:10])([CH3:9])[CH3:8].C(P(C(C)(C)C)C1C=CC2C(=CC=CC=2)C=1C1C2C(=CC=CC=2)C=CC=1)(C)(C)C>O1CCOCC1.C([O-])(=O)C.[Pd+2].C([O-])(=O)C>[C:7]([O:11][C:12](=[O:38])[NH:13][C@H:14]1[CH2:19][CH2:18][C@H:17]([CH:20]([OH:37])[CH:21]2[O:36][C:24]3[CH:25]=[N:26][C:27]4[CH:28]=[CH:29][C:30]([O:33][CH3:34])=[CH:31][C:32]=4[C:23]=3[CH2:22]2)[CH2:16][CH2:15]1)([CH3:10])([CH3:9])[CH3:8] |f:0.1.2,6.7.8|. Reported procedure: Cesium carbonate (3.1 g, 9.46 mmol, 2.0 eq) is added at room temperature to a stirred solution of {trans-4-[3-(3-chloro-6-methoxy-quinolin-4-yl)-1,2-dihydroxy-propyl]-cyclohexyl}-carbamic acid tert-butyl ester (2.2 g, 4.73 mmol, 1.0 eq) in dioxane (70 mL), followed by palladium(II) acetate (159 mg, 0.71 mmol, 0.15 eq) and racemic-2-di-tert-butylphosphino-1,1′-binaphthyl (283 mg, 0.71 mmol, 0.15 eq). After 3 hours stirring at 100° C., solvent is removed and the residue is extracted with dichlorom...